Dataset: the Open Reaction Database (ORD), a public repository of structured organic reaction records. Task: describe an organic reaction: reactants, conditions, products, and yield Starting materials: C(C)(C)(C)[Si](OCCCC=O)(C1=CC=CC=C1)C1=CC=CC=C1 (4-(tert-Butyl-diphenyl-silanyloxy)-butyraldehyde), Mg, II (iodine), BrC1=CC=C(C=C1)Cl (1-Bromo-4-chloro-benzene). Run in C1CCOC1 (THF), C1CCOC1 (THF). Reaction conditions: temperature 63 celsius, time 30 minute. The product is C(C)(C)(C)[Si](OCCCC(O)C1=CC=C(C=C1)Cl)(C1=CC=CC=C1)C1=CC=CC=C1 (4-(tert-Butyl-diphenyl-silanyloxy)-1-(4-chloro-phenyl)-butan-1-ol). Yield: 49.1%. As a reaction SMILES: II.Br[C:4]1[CH:9]=[CH:8][C:7]([Cl:10])=[CH:6][CH:5]=1.[C:11]([Si:15]([C:28]1[CH:33]=[CH:32][CH:31]=[CH:30][CH:29]=1)([C:22]1[CH:27]=[CH:26][CH:25]=[CH:24][CH:23]=1)[O:16][CH2:17][CH2:18][CH2:19][CH:20]=[O:21])([CH3:14])([CH3:13])[CH3:12]>C1COCC1>[C:11]([Si:15]([C:22]1[CH:27]=[CH:26][CH:25]=[CH:24][CH:23]=1)([C:28]1[CH:33]=[CH:32][CH:31]=[CH:30][CH:29]=1)[O:16][CH2:17][CH2:18][CH2:19][CH:20]([C:4]1[CH:9]=[CH:8][C:7]([Cl:10])=[CH:6][CH:5]=1)[OH:21])([CH3:14])([CH3:12])[CH3:13]. Reported procedure: To a suspension of Mg turnings (145 mg, 6.0 mg-at.) and catalytic amount of iodine in 20 mL THF was added dropwise 1-Bromo-4-chloro-benzene (382 mg, 2.0 mmol) with heating over a period of 30 min. After stirring for an additional 30 min at 63° C. the mixture was cooled to −30° C. and 4-(tert-Butyl-diphenyl-silanyloxy)-butyraldehyde (500 mg, 1.53 mmol) was added slowly as a solution in 5 mL THF. The temperature was maintained at −30° C. for 1 h and slowly raised to room temperature. The excess Gr... The reactants are ClC1=C(C(=O)Cl)C=CC=C1 (2-chlorobenzoyl chloride), 2L, C(C)OC([C@@H](N)CC1=CC=C(C=C1)O)=O ((L)-tyrosine ethyl ester), C(=O)(O)[O-].[Na+] (NaHCO3). The solvent is O1CCCC1 (tetrahydrofuran). Conditions: time 30 minute. Yields the product C(C)OC([C@@H](NC(C1=C(C=CC=C1)Cl)=O)CC1=CC=C(C=C1)O)=O (N-(2-chlorobenzoyl)-(L)-tyrosine ethyl ester). Reaction SMILES: [CH2:1]([O:3][C:4](=[O:15])[C@H:5]([CH2:7][C:8]1[CH:13]=[CH:12][C:11]([OH:14])=[CH:10][CH:9]=1)[NH2:6])[CH3:2].C([O-])(O)=O.[Na+].[Cl:21][C:22]1[CH:30]=[CH:29][CH:28]=[CH:27][C:23]=1[C:24](Cl)=[O:25]>O1CCCC1>[CH2:1]([O:3][C:4](=[O:15])[C@H:5]([CH2:7][C:8]1[CH:9]=[CH:10][C:11]([OH:14])=[CH:12][CH:13]=1)[NH:6][C:24](=[O:25])[C:23]1[CH:27]=[CH:28][CH:29]=[CH:30][C:22]=1[Cl:21])[CH3:2] |f:1.2|. Procedure details: Into a 2L round bottom flask was added 21 g (100 mmol) of (L)-tyrosine ethyl ester (1) (Bachem) and 500 mL of tetrahydrofuran (THF). The mixture was magnetically stirred at room temperature until dissolved, and 500 mL of aqueous NaHCO3 (0.5 M) was added. The mixture was cooled in an ice bath and 19.3 g (110 mmol) of 2-chlorobenzoyl chloride (Aldrich) was added slowly via a glass syringe. The ice bath was removed and the reaction was allowed to warm to room temperature with stirring. After 30 min... Starting materials: C(C1=CC=CC=C1)(=O)/C(/C#N)=C(\C)/OC (2-benzoyl-3-methoxycrotononitrile), C(CCC)N (n-butylamine), stainless steel. Yields the product C(C1=CC=CC=C1)(=O)/C(/C#N)=C(\C)/NCCCC (2-Benzoyl-3-butylaminocrotononitrile). RXN SMILES: [C:1](/[C:9](=[C:12](/OC)\[CH3:13])/[C:10]#[N:11])(=[O:8])[C:2]1[CH:7]=[CH:6][CH:5]=[CH:4][CH:3]=1.[CH2:16]([NH2:20])[CH2:17][CH2:18][CH3:19]>>[C:1](/[C:9](=[C:12](/[NH:20][CH2:16][CH2:17][CH2:18][CH3:19])\[CH3:13])/[C:10]#[N:11])(=[O:8])[C:2]1[CH:7]=[CH:6][CH:5]=[CH:4][CH:3]=1. Reported procedure: A sample of 2.5 g. of 2-benzoyl-3-methoxycrotononitrile is dissolved in 10 ml. of n-butylamine. The solution is sealed in a stainless steel bomb and heated on a steam bath overnight. The bomb is then opened and the solvent evaporated under reduced pressure. A greenish oil is obtained which is distilled on a Kugelrohr apparatus at 200° C./0.1 mm. to obtain the yellow oily product.